This data is from the Open Reaction Database (ORD), a public repository of structured organic reaction records. The task is: describe an organic reaction: reactants, conditions, products, and yield Starting materials: N12CCCCCC2=NCCC1 (1,8-diazabicyclo[5.4.0]-undeca-7-ene), C(C)(=O)OC[C@@H]1C(C[C@H]1COC(C)=O)=O (trans-2,3-bis(acetoxymethyl)-1-cyclobutanone). The solvent is O1CCCC1 (tetrahydrofuran). Yields the product C(C)(=O)OCC1C(C(C1)=O)=C (3-acetoxymethyl-2-methylidene-1-cyclobutanone). Isolated yield 106.6%. Reaction SMILES: N12CCCN=C1CCCCC2.C(O[CH2:16][C@H:17]1[C@H:20]([CH2:21][O:22][C:23](=[O:25])[CH3:24])[CH2:19][C:18]1=[O:26])(=O)C>O1CCCC1>[C:23]([O:22][CH2:21][CH:20]1[CH2:19][C:18](=[O:26])[C:17]1=[CH2:16])(=[O:25])[CH3:24]. Reported procedure: After tetrahydrofuran (3 ml) and 1,8-diazabicyclo[5.4.0]-undeca-7-ene (25.5 mg, 0.168 mmol) was added to Compound (c) (30 mg, 0.14 mmol), the mixture was stirred at room temperature for an hour. The reaction solution was purified by silica gel column chromatography (10 ml, hexane:ethyl acetate=2:1) to give Compound (d) (23 mg, yield: 95.5%). The reactants are NC1=NC2=CC=C(C=C2C(=C1C#N)NCC1=CC=CC=C1)[N+](=O)[O-] (2-amino-3-cyano-4-benzylamino-6-nitroquinoline), COC1=CC=C(C(=O)Cl)C=C1 (4-methoxybenzoyl chloride). Run in N1=CC=CC=C1 (pyridine). Yields the product COC1=CC=C(C(=O)N(C2=NC3=CC=C(C=C3C(=C2C#N)NCC2=CC=CC=C2)[N+](=O)[O-])C(C2=CC=C(C=C2)OC)=O)C=C1 (4-Methoxy-N-(4-methoxybenzoyl)-N-(4-benzylamino-3-cyano-6-nitroquinolin-2-yl)benzamide). Yield: 97.0%. RXN SMILES: [NH2:1][C:2]1[C:11]([C:12]#[N:13])=[C:10]([NH:14][CH2:15][C:16]2[CH:21]=[CH:20][CH:19]=[CH:18][CH:17]=2)[C:9]2[C:4](=[CH:5][CH:6]=[C:7]([N+:22]([O-:24])=[O:23])[CH:8]=2)[N:3]=1.[CH3:25][O:26][C:27]1[CH:35]=[CH:34][C:30]([C:31](Cl)=[O:32])=[CH:29][CH:28]=1>N1C=CC=CC=1>[CH3:25][O:26][C:27]1[CH:35]=[CH:34][C:30]([C:31]([N:1]([C:31](=[O:32])[C:30]2[CH:34]=[CH:35][C:27]([O:26][CH3:25])=[CH:28][CH:29]=2)[C:2]2[C:11]([C:12]#[N:13])=[C:10]([NH:14][CH2:15][C:16]3[CH:21]=[CH:20][CH:19]=[CH:18][CH:17]=3)[C:9]3[C:4](=[CH:5][CH:6]=[C:7]([N+:22]([O-:24])=[O:23])[CH:8]=3)[N:3]=2)=[O:32])=[CH:29][CH:28]=1. Procedure: A suspension of 3.5 g of 2-amino-3-cyano-4-benzylamino-6-nitroquinoline in 50 mL of dry pyridine was refluxed with 5.6 g of 4-methoxybenzoyl chloride for 3.5 hours. The solvent was evaporated in reduced pressure and the residue was suspended in 30 mL of a saturated solution of Na2CO3 in water. The suspension was extracted with 3×25 mL of CH2Cl2. The combined organic extract was evaporated to dryness, the residue was dissolved in diethyl ether and the solution was kept in a refrigerator for a nig... Starting materials: O=C(O)Cc1ccc(Br)cc1F, O=C([O-])[O-], CC(C)O, [Na+], [Na+], [Na+], [OH-], O, O, OB(O)c1ccccc1. The product is O=C(O)Cc1ccc(-c2ccccc2)cc1F. As a reaction SMILES: [Br:1][c:2]1[cH:3][c:4]([F:12])[c:5]([CH2:8][C:9](=[O:10])[OH:11])[cH:6][cH:7]1.[C:27](=[O:28])([O-:29])[O-:30].[CH:22]([OH:23])([CH3:24])[CH3:25].[Na+:31].[Na+:32].[Na+:35].[OH-:34].[OH2:26].[OH2:33].[OH:13][B:14]([OH:15])[c:16]1[cH:17][cH:18][cH:19][cH:20][cH:21]1>>[c:2]1(-[c:16]2[cH:17][cH:18][cH:19][cH:20][cH:21]2)[cH:3][c:4]([F:12])[c:5]([CH2:8][C:9](=[O:10])[OH:11])[cH:6][cH:7]1.